This data is from the Open Reaction Database (ORD), a public repository of structured organic reaction records. The task is: describe an organic reaction: reactants, conditions, products, and yield Starting materials: C(C)OC1=NN(C=C1CCC(=O)OCC)CC1=CC=C(C=C1)O (ethyl 3-[3-ethoxy-1-(4-hydroxybenzyl)-1H-pyrazol-4-yl]propionate), ClCC1=NC2=C(N1C)C=CC=C2 (2-chloromethyl-1-methyl-1H-benzimidazole), C([O-])([O-])=O.[K+].[K+] (potassium carbonate), CN(C=O)C (N,N-dimethylformamide). Run in O (water). Run at temperature 80 celsius, time 5 hour. The product is C(C)OC1=NN(C=C1CCC(=O)OCC)CC1=CC=C(C=C1)OCC1=NC2=C(N1C)C=CC=C2 (ethyl 3-[3-ethoxy-1-[4-(1-methyl-1H-benzimidazol-2-ylmethoxy)benzyl]-1H-pyrazol-4-yl]propionate). The yield is 83.7%. As a reaction SMILES: [CH2:1]([O:3][C:4]1[C:8]([CH2:9][CH2:10][C:11]([O:13][CH2:14][CH3:15])=[O:12])=[CH:7][N:6]([CH2:16][C:17]2[CH:22]=[CH:21][C:20]([OH:23])=[CH:19][CH:18]=2)[N:5]=1)[CH3:2].Cl[CH2:25][C:26]1[N:30]([CH3:31])[C:29]2[CH:32]=[CH:33][CH:34]=[CH:35][C:28]=2[N:27]=1.C(=O)([O-])[O-].[K+].[K+].CN(C)C=O>O>[CH2:1]([O:3][C:4]1[C:8]([CH2:9][CH2:10][C:11]([O:13][CH2:14][CH3:15])=[O:12])=[CH:7][N:6]([CH2:16][C:17]2[CH:18]=[CH:19][C:20]([O:23][CH2:25][C:26]3[N:30]([CH3:31])[C:29]4[CH:32]=[CH:33][CH:34]=[CH:35][C:28]=4[N:27]=3)=[CH:21][CH:22]=2)[N:5]=1)[CH3:2] |f:2.3.4|. Reported procedure: A mixture of ethyl 3-[3-ethoxy-1-(4-hydroxybenzyl)-1H-pyrazol-4-yl]propionate (600 mg), 2-chloromethyl-1-methyl-1H-benzimidazole (360 mg), potassium carbonate (550 mg) and N,N-dimethylformamide (10 ml) was stirred at 80° C. for 5 hours. The reaction mixture was poured into water, and extracted with ethyl acetate. The ethyl acetate layer was washed with saturated aqueous sodium chloride solution, dried (MgSO4), and concentrated. The residue was subjected to silica gel column chromatography to obt... Reactants: COC=1C=C(CC=2C=CC(=NC2)C(=O)O)C=CC1OC (5-(3,4-dimethoxybenzyl)picolinic acid). Run in Br (hydrobromic acid). Yields the product OC=1C=C(CC=2C=CC(=NC2)C(=O)O)C=CC1O (5-(3,4-dihydroxybenzyl)picolinic acid). Yield: 59.4%. RXN SMILES: C[O:2][C:3]1[CH:4]=[C:5]([CH:16]=[CH:17][C:18]=1[O:19]C)[CH2:6][C:7]1[CH:8]=[CH:9][C:10]([C:13]([OH:15])=[O:14])=[N:11][CH:12]=1>Br>[OH:2][C:3]1[CH:4]=[C:5]([CH:16]=[CH:17][C:18]=1[OH:19])[CH2:6][C:7]1[CH:8]=[CH:9][C:10]([C:13]([OH:15])=[O:14])=[N:11][CH:12]=1. Reported procedure: Twenty milliliters of 48% hydrobromic acid were added to 1.5 g of 5-(3,4-dimethoxybenzyl)picolinic acid. The mixture was heated under reflux for 6 hours. After allowing to cool, crystals formed were collected by filtration. The crystals were dissolved in 10% aqueous ammonia, treated with active carbon and adjusted to pH 2-3 with dilute hydrochloric acid to form crystals. The crystals were collected by filtration to obtain 0.8 g of 5-(3,4-dihydroxybenzyl)picolinic acid as reddish brown crystals o... Reactants: CN([C@@H]1CN(C[C@H]1O)C(=O)OC(C)(C)C)C (racemic (trans)-tert-butyl 3-(dimethylamino)-4-hydroxypyrrolidine-1-carboxylate), [H-].[Na+] (NaH), IC (iodomethane). Run in C1CCOC1 (THF). Run at temperature 0 celsius, time 10 minute. Yields the product C(C)(C)(C)OC(=O)N1C[C@H]([C@@H](C1)OC)N(C)C (racemic-(trans)-tert-butyl-3-(dimethylamino)-4-methoxypyrrolidine-1-carboxylate). As a reaction SMILES: [CH3:1][N:2]([CH3:16])[C@H:3]1[C@H:7]([OH:8])[CH2:6][N:5]([C:9]([O:11][C:12]([CH3:15])([CH3:14])[CH3:13])=[O:10])[CH2:4]1.[H-].[Na+].I[CH3:20]>C1COCC1>[C:12]([O:11][C:9]([N:5]1[CH2:6][C@@H:7]([O:8][CH3:20])[C@H:3]([N:2]([CH3:16])[CH3:1])[CH2:4]1)=[O:10])([CH3:13])([CH3:15])[CH3:14] |f:1.2|. Procedure details: To a solution of racemic (trans)-tert-butyl 3-(dimethylamino)-4-hydroxypyrrolidine-1-carboxylate (0.96 g, 4.17 mmol) in THF (40 mL) at 0° C. was added NaH (0.25 g, 6.25 mmol, 60% dispersion in mineral oil), and the reaction mixture was stirred at 0° C. for 10 min. Then, iodomethane (0.29 mL, 4.6 mmol) was added dropwise and the resulting mixture was stirred at room temperature for 18 h. The reaction mixture was quenched with sat aq NH4Cl and extracted three times with EtOAc. The combined organic... Run in CN(C=O)C (dimethylformamide). Reported procedure: A mixture comprising 5-methyl-2,2,4-trichoro-1,1,1-trifluorohexane (51.5 g), monoethanolamine (6.1 g), cuprous chloride (0.1 g) and dimethylformamide (100 ml) is stirred and heated at 96° C. (internal temperature) under a nitrogen atmosphere. When the initial green colour of the mixture is discharged further aliquots of monoethanolamine are added until a geen colour persists and GLC analysis shows that the starting material has been consumed. The reaction is complete after 5 hours. The crude pro... The reactants are C(O)CN (monoethanolamine), CC(C(CC(C(F)(F)F)(Cl)Cl)Cl)C (5-methyl-2,2,4-trichoro-1,1,1-trifluorohexane), C(O)CN (monoethanolamine), cuprous chloride. Run at temperature 96 celsius, time 5 hour. The product is ClC(C(F)(F)F)=CC(C(C)C)Cl (2,4-dichloro-5-methyl-1,1,1,trifluorohex-2-ene). Reaction SMILES: [CH3:1][CH:2]([CH3:13])[CH:3]([Cl:12])[CH2:4][C:5](Cl)([Cl:10])[C:6]([F:9])([F:8])[F:7].C(CN)O>CN(C)C=O>[Cl:10][C:5](=[CH:4][CH:3]([Cl:12])[CH:2]([CH3:1])[CH3:13])[C:6]([F:7])([F:8])[F:9]. The yield is 71.0%. Reactants: CC1([C@@H](N2[C@H](S1)[C@@H](C2=O)N)C(=O)O)C (6-aminopenicillanic acid), aromatic aldehyde, ester, CC1=C(N2[C@@H]([C@@H](C2=O)N)SC1)C(=O)O (7-aminodeacetoxycephalosporanic acid), penicillins, cephalosporins, CC(=O)OCC1=C(N2[C@@H]([C@@H](C2=O)N)SC1)C(=O)O (7-aminocephalosporanic acid). Product: C(C)(=O)C1=CC=CC=C1 (acetophenone), ester. As a reaction SMILES: C[C:2]1([CH3:14])S[C@@H]2[C@H](N)C(=O)N2[C@H:3]1[C:11]([OH:13])=O.CC(O[CH2:19][C:20]1CS[C@@H]2[C@H](N)C(=O)N2[C:21]=1C(O)=O)=O.[CH3:33]C1CS[C@@H]2[C@H](N)C(=O)N2C=1C(O)=O>>[C:11]([C:3]1[CH:2]=[CH:14][CH:21]=[CH:20][CH:19]=1)(=[O:13])[CH3:33]. Procedure: The 6-substituted penicillins and the 7-substituted cephalosporins represented by the Formula I are prepared by reacting an ester of 6-aminopenicillanic acid, 7-aminocephalosporanic acid or 7-aminodeacetoxycephalosporanic acid with an aromatic aldehyde or an acetophenone to provide a 6-iminopenicillanic acid ester or a 7-iminocephalosporin ester.